This data is from the Open Reaction Database (ORD), a public repository of structured organic reaction records. The task is: describe an organic reaction: reactants, conditions, products, and yield The reactants are C(CC)C1=C(C=CC(=C1)O)C1=NC2=NC=NC=C2N1 (8-(2'-n-propyl-4'-hydroxy-phenyl)-purine), CS(=O)(=O)Cl (methanesulfonic acid chloride). The product is C(CC)C1=C(C=CC(=C1)OS(=O)(=O)C)C1=NC2=NC=NC=C2N1 (8-(2'-n-Propyl-4'-methanesulfonyloxy-phenyl)-purine). As a reaction SMILES: [CH2:1]([C:4]1[CH:9]=[C:8]([OH:10])[CH:7]=[CH:6][C:5]=1[C:11]1[NH:19][C:18]2[C:13](=[N:14][CH:15]=[N:16][CH:17]=2)[N:12]=1)[CH2:2][CH3:3].[CH3:20][S:21](Cl)(=[O:23])=[O:22]>>[CH2:1]([C:4]1[CH:9]=[C:8]([O:10][S:21]([CH3:20])(=[O:23])=[O:22])[CH:7]=[CH:6][C:5]=1[C:11]1[NH:19][C:18]2[C:13](=[N:14][CH:15]=[N:16][CH:17]=2)[N:12]=1)[CH2:2][CH3:3]. Procedure: Prepared analogously to Example 1 from 8-(2'-n-propyl-4'-hydroxy-phenyl)-purine and methanesulfonic acid chloride. Starting materials: [Br-], CCOC(=O)c1c(C[P+](c2ccccc2)(c2ccccc2)c2ccccc2)nc2sccn12, COc1cccc(C=O)c1OCC(C)(C)C, CS(C)=O, COc1cccc(C=Cc2nc3sccn3c2C(=O)O)c1OCC1CC1, [H-], [Na+]. The product is CCOC(=O)c1c(C=Cc2cccc(OC)c2OCC(C)(C)C)nc2sccn12. As a reaction SMILES: [Br-:43].[CH2:44]([CH3:45])[O:46][C:47](=[O:48])[c:49]1[c:50]([CH2:57][P+:58]([c:59]2[cH:60][cH:61][cH:62][cH:63][cH:64]2)([c:65]2[cH:66][cH:67][cH:68][cH:69][cH:70]2)[c:71]2[cH:72][cH:73][cH:74][cH:75][cH:76]2)[n:51][c:52]2[s:53][cH:54][cH:55][n:56]12.[CH3:27][C:28]([CH2:29][O:30][c:31]1[c:32]([CH:33]=[O:34])[cH:35][cH:36][cH:37][c:38]1[O:39][CH3:40])([CH3:41])[CH3:42].[CH3:79][S:80]([CH3:81])=[O:82].[CH:1]1([CH2:2][O:3][c:4]2[c:5]([O:6][CH3:7])[cH:8][cH:9][cH:10][c:11]2[CH:12]=[CH:13][c:14]2[n:15][c:16]3[n:17]([c:18]2[C:19]([OH:20])=[O:21])[cH:22][cH:23][s:24]3)[CH2:25][CH2:26]1.[H-:77].[Na+:78]>>[CH3:27][C:28]([CH2:29][O:30][c:31]1[c:32]([CH:33]=[CH:57][c:50]2[c:49]([C:47]([O:46][CH2:44][CH3:45])=[O:48])[n:56]3[c:52]([n:51]2)[s:53][cH:54][cH:55]3)[cH:35][cH:36][cH:37][c:38]1[O:39][CH3:40])([CH3:41])[CH3:42].